Task: describe an organic reaction: reactants, conditions, products, and yield. Dataset: the Open Reaction Database (ORD), a public repository of structured organic reaction records Starting materials: OCCOC1=C(C(=NC=N1)NS(NC(CC)OCC1=CC=CC=C1)(=O)=O)C1=CC=C(C=C1)Br (1-benzyloxypropanesulfamic acid[6-(2-hydroxyethoxy)-5-(4-bromophenyl)-pyrimidin-4-yl]-amide), [H-].[Na+] (NaH), ClC1=NC=C(C=N1)Br (2-chloro-5-bromopyrimidine). Run in C(CC(O)(C(=O)O)CC(=O)O)(=O)O (citric acid), C1CCOC1 (THF). Reaction conditions: temperature 60 celsius, time 2 hour. Yields the product BrC=1C=NC(=NC1)OCCOC1=C(C(=NC=N1)NS(NC(CC)OCC1=CC=CC=C1)(=O)=O)C1=CC=C(C=C1)Br (1-benzyloxypropanesulfamic acid[6-(2-(5-bromopyrimid-2-yloxy)-ethoxy)-5-(4-bromophenyl)-pyrimidin-4-yl]-amide). The yield is 92.4%. Reaction SMILES: [OH:1][CH2:2][CH2:3][O:4][C:5]1[N:10]=[CH:9][N:8]=[C:7]([NH:11][S:12](=[O:26])(=[O:25])[NH:13][CH:14]([O:17][CH2:18][C:19]2[CH:24]=[CH:23][CH:22]=[CH:21][CH:20]=2)[CH2:15][CH3:16])[C:6]=1[C:27]1[CH:32]=[CH:31][C:30]([Br:33])=[CH:29][CH:28]=1.[H-].[Na+].Cl[C:37]1[N:42]=[CH:41][C:40]([Br:43])=[CH:39][N:38]=1>C1COCC1.C(O)(=O)CC(CC(O)=O)(C(O)=O)O>[Br:43][C:40]1[CH:39]=[N:38][C:37]([O:1][CH2:2][CH2:3][O:4][C:5]2[N:10]=[CH:9][N:8]=[C:7]([NH:11][S:12](=[O:26])(=[O:25])[NH:13][CH:14]([O:17][CH2:18][C:19]3[CH:24]=[CH:23][CH:22]=[CH:21][CH:20]=3)[CH2:15][CH3:16])[C:6]=2[C:27]2[CH:28]=[CH:29][C:30]([Br:33])=[CH:31][CH:32]=2)=[N:42][CH:41]=1 |f:1.2|. Procedure: To a solution of 1-benzyloxypropanesulfamic acid[6-(2-hydroxyethoxy)-5-(4-bromophenyl)-pyrimidin-4-yl]-amide (237 mg, 0.441 mmol) in THF (10 mL) is added NaH (58 mg, 60% dispersion in mineral oil, 1.32 mmol). The mixture is stirred for 5 min before 2-chloro-5-bromopyrimidine (128 mg, 0.662 mmol) is added. The reaction mixture is stirred at 60° C. for 2 h, diluted with 10% aq. citric acid solution (75 mL) and extracted with EA (75 mL). The organic extract is washed twice with water (2×50 mL) and ... The product is C(C)OC(CC1CCC2=C(C=CC3=CC=CC1=C23)OC)=O (Ethyl2-(4-Methoxy-2,3-dihydro-1H-1-phenalenyl)acetate). The reagents and catalysts are Cl[Pd]Cl (PdCl2). RXN SMILES: [BH4-].[Na+].[CH2:3]([O:5][C:6](=[O:23])[CH:7]=[C:8]1[C:19]2=[C:20]3[C:15](=[CH:16][CH:17]=[CH:18]2)[CH:14]=[CH:13][C:12]([O:21][CH3:22])=[C:11]3[CH2:10][CH2:9]1)[CH3:4]>CO.Cl[Pd]Cl>[CH2:3]([O:5][C:6](=[O:23])[CH2:7][CH:8]1[C:19]2=[C:20]3[C:15](=[CH:16][CH:17]=[CH:18]2)[CH:14]=[CH:13][C:12]([O:21][CH3:22])=[C:11]3[CH2:10][CH2:9]1)[CH3:4] |f:0.1|. Conditions: time 15 minute. The solvent is CO (methanol), CO (methanol). Reported procedure: 55 mg of PdCl2 in 5 ml of methanol are treated with 25 mg of sodium borohydride. After 15 minutes' stirring, the compound obtained in Step F (1 g, 3.54.10-3 mol), diluted with methanol (15 ml), is added. The mixture is purged with argon and placed under hydrogen. The reaction is monitored by GPC analysis. After 1 hour 30 minutes' hydrogenation, the reaction mixture is filtered over Celite, rinsed and then evaporated under reduced pressure. The reactants are [BH4-].[Na+] (sodium borohydride), C(C)OC(C=C1CCC2=C(C=CC3=CC=CC1=C23)OC)=O (Ethyl2-(4-Methoxy-2,3-dihydro-1H-1-phenalenylidene)acetate). Starting materials: C(=O)([O-])[O-].[Cs+].[Cs+] (Cs2CO3), ClC=1C=C(C=CC1Cl)C=CC(=O)O (3-(3,4-dichlorophenyl)-2-propeneoic acid), CI (CH3I). Solvent: CN(C)C=O (DMF), CN(C)C=O (DMF). Reaction conditions: time 15 minute. Yields the product ClC=1C=C(C=CC1Cl)C=CC(=O)OC (methyl 3-(3,4-dichlorophenyl)-2-propenoate). As a reaction SMILES: [Cl:1][C:2]1[CH:3]=[C:4]([CH:9]=[CH:10][C:11]([OH:13])=[O:12])[CH:5]=[CH:6][C:7]=1[Cl:8].[C:14]([O-])([O-])=O.[Cs+].[Cs+].CI>CN(C=O)C>[Cl:1][C:2]1[CH:3]=[C:4]([CH:9]=[CH:10][C:11]([O:13][CH3:14])=[O:12])[CH:5]=[CH:6][C:7]=1[Cl:8] |f:1.2.3|. Reported procedure: Cool a solution of 3-(3,4-dichlorophenyl)-2-propeneoic acid (100 g, 461 mmol) in dry DMF (500 mL) to 0° C. and treat with Cs2CO3 (100 g, 307 mmol). Stir the resulting off-white slurry for 15 min., then add CH3I (33 mL, 530 mmol) via syringe. After 1 h, add additional DMF (250 mL) and stir the slurry for 14 h, then partition between ethyl acetate (EtOAc) (1.5 L) and half saturated aqueous NaHCO3 (500 mL). Separate the organic layer and extract the aqueous layer with EtOAc (1 L, 500 mL). Wash the ...